Dataset: the Open Reaction Database (ORD), a public repository of structured organic reaction records. Task: describe an organic reaction: reactants, conditions, products, and yield As a reaction SMILES: [C:1]([CH3:2])([CH3:3])([CH3:4])[O:5][CH2:6][CH2:7][O:8][c:9]1[cH:10][cH:11][c:12]([CH:15]2[C:16](=[O:44])[N:17]([CH:21]([CH:22]([CH3:23])[c:24]3[cH:25][cH:26][cH:27][cH:28][cH:29]3)[c:30]3[nH:31][c:32](-[c:35]4[c:36]([F:43])[cH:37][c:38]([C:41]#[CH:42])[cH:39][cH:40]4)[cH:33][n:34]3)[C:18](=[O:20])[NH:19]2)[cH:13][cH:14]1.[C:45](#[N:46])[CH3:47].[CH3:58][CH2:59][O:60][C:61](=[O:62])[CH3:63].[Cl:48][CH2:49][Cl:50].[Cl:53][Si:54]([CH3:55])([CH3:56])[CH3:57].[I-:52].[Na+:51]>>[OH:5][CH2:6][CH2:7][O:8][c:9]1[cH:10][cH:11][c:12]([CH:15]2[C:16](=[O:44])[N:17]([CH:21]([CH:22]([CH3:23])[c:24]3[cH:25][cH:26][cH:27][cH:28][cH:29]3)[c:30]3[nH:31][c:32](-[c:35]4[c:36]([F:43])[cH:37][c:38]([C:41]#[CH:42])[cH:39][cH:40]4)[cH:33][n:34]3)[C:18](=[O:20])[NH:19]2)[cH:13][cH:14]1. Yields the product C#Cc1ccc(-c2cnc(C(C(C)c3ccccc3)N3C(=O)NC(c4ccc(OCCO)cc4)C3=O)[nH]2)c(F)c1. The reactants are C#Cc1ccc(-c2cnc(C(C(C)c3ccccc3)N3C(=O)NC(c4ccc(OCCOC(C)(C)C)cc4)C3=O)[nH]2)c(F)c1, CC#N, CCOC(C)=O, ClCCl, C[Si](C)(C)Cl, [I-], [Na+]. The reactants are O1C(COC2=CC=C(C=C2)[C@H]2[C@H](CCC3=CC(=CC=C23)OC)C2=CC=CC=C2)C1 (cis-1-[p-(2,3-epoxypropoxy)phenyl]-6-methoxy-2-phenyl-1,2,3,4-tetrahydronaphthalene), C1(CCC(N1)=O)=O (succinimide). Reagents/catalysts: N1CCCCC1 (piperidine). Run in C(C)O (ethanol). The product is C1(CCC(N1CC(COC1=CC=C(C=C1)[C@H]1[C@H](CCC2=CC(=CC=C12)OC)C1=CC=CC=C1)O)=O)=O (cis-1-[p-(3-succinimido-2-hydroxy-propoxy)phenyl]-6-methoxy-2-phenyl-1,2,3,4-tetrahydronaphthalene). Reaction SMILES: [O:1]1[CH2:29][CH:2]1[CH2:3][O:4][C:5]1[CH:10]=[CH:9][C:8]([C@@H:11]2[C:20]3[C:15](=[CH:16][C:17]([O:21][CH3:22])=[CH:18][CH:19]=3)[CH2:14][CH2:13][C@@H:12]2[C:23]2[CH:28]=[CH:27][CH:26]=[CH:25][CH:24]=2)=[CH:7][CH:6]=1.[C:30]1(=[O:36])[NH:34][C:33](=[O:35])[CH2:32][CH2:31]1>N1CCCCC1.C(O)C>[C:33]1(=[O:35])[N:34]([CH2:29][CH:2]([OH:1])[CH2:3][O:4][C:5]2[CH:6]=[CH:7][C:8]([C@@H:11]3[C:20]4[C:15](=[CH:16][C:17]([O:21][CH3:22])=[CH:18][CH:19]=4)[CH2:14][CH2:13][C@@H:12]3[C:23]3[CH:28]=[CH:27][CH:26]=[CH:25][CH:24]=3)=[CH:9][CH:10]=2)[C:30](=[O:36])[CH2:31][CH2:32]1. Procedure: A mixture of 3.0 g. of cis-1-[p-(2,3-epoxypropoxy)phenyl]-6-methoxy-2-phenyl-1,2,3,4-tetrahydronaphthalene, 0.80 g. of succinimide and 4 drops of piperidine in 100 ml. of absolute ethanol is heated under reflux for 17 hours. The resulting mixture is concentrated to approximately one-third volume by distillation under reduced pressure and the residue is diluted with water. The mixture so obtained is extracted with methylene chloride and the methylene chloride extract is washed with water and satu... The reactants are ICCCCCCC1=C(C(=CC=C1)OCC1=CC=CC=C1)OCC1=CC=CC=C1 (1-(6-iodohexyl)-2,3-bis(phenylmethoxy)benzene), C1(=CC=CC=C1)COC(C1=C(C(=C(C=C1)O)CCC)O)=O (2,4-dihydroxy-3-propylbenzoic acid phenylmethyl ester), C([O-])([O-])=O.[K+].[K+] (potassium carbonate). Solvent: CC(=O)C (acetone). Product: C1(=CC=CC=C1)COC(C1=C(C(=C(C=C1)OCCCCCCC1=C(C(=CC=C1)OCC1=CC=CC=C1)OCC1=CC=CC=C1)CCC)O)=O (2-hydroxy-4-[6-[2,3-bis(phenylmethoxy)phenyl]hexyloxy]-3-propylbenzoic acid phenylmethyl ester). Isolated yield 60.1%. As a reaction SMILES: I[CH2:2][CH2:3][CH2:4][CH2:5][CH2:6][CH2:7][C:8]1[CH:13]=[CH:12][CH:11]=[C:10]([O:14][CH2:15][C:16]2[CH:21]=[CH:20][CH:19]=[CH:18][CH:17]=2)[C:9]=1[O:22][CH2:23][C:24]1[CH:29]=[CH:28][CH:27]=[CH:26][CH:25]=1.[C:30]1([CH2:36][O:37][C:38](=[O:50])[C:39]2[CH:44]=[CH:43][C:42]([OH:45])=[C:41]([CH2:46][CH2:47][CH3:48])[C:40]=2[OH:49])[CH:35]=[CH:34][CH:33]=[CH:32][CH:31]=1.C(=O)([O-])[O-].[K+].[K+]>CC(C)=O>[C:30]1([CH2:36][O:37][C:38](=[O:50])[C:39]2[CH:44]=[CH:43][C:42]([O:45][CH2:2][CH2:3][CH2:4][CH2:5][CH2:6][CH2:7][C:8]3[CH:13]=[CH:12][CH:11]=[C:10]([O:14][CH2:15][C:16]4[CH:21]=[CH:20][CH:19]=[CH:18][CH:17]=4)[C:9]=3[O:22][CH2:23][C:24]3[CH:29]=[CH:28][CH:27]=[CH:26][CH:25]=3)=[C:41]([CH2:46][CH2:47][CH3:48])[C:40]=2[OH:49])[CH:35]=[CH:34][CH:33]=[CH:32][CH:31]=1 |f:2.3.4|. Procedure: A mixture of 1.31 g (2.6 mmol) of 1-(6-iodohexyl)-2,3-bis(phenylmethoxy)benzene, 0.74 g (2.6 mmol) of 2,4-dihydroxy-3-propylbenzoic acid phenylmethyl ester and 0.54 g (3.9 mmol) of potassium carbonate in 35 mL of acetone was stirred at reflux for 39 hours. The reaction mixture was filtered and the filtrate was concentrated under reduced pressure to an oil which was purified by HPLC using 8% ethyl acetate-hexane to give 1.03 g (60% yield) of 2-hydroxy-4-[6-[2,3-bis(phenylmethoxy)phenyl]hexyloxy]-... Starting materials: COc1ccccc1NC(=O)CC(=O)Nc1ccc(Oc2ccnc3cc(-c4cccc(OCCCCl)c4)sc23)c(F)c1, [N-]=[N+]=[N-], [Na+], CN(C)C=O. The product is COc1ccccc1NC(=O)CC(=O)Nc1ccc(Oc2ccnc3cc(-c4cccc(OCCCN)c4)sc23)c(F)c1. Reaction SMILES: [Cl:1][CH2:2][CH2:3][CH2:4][O:5][c:6]1[cH:7][c:8](-[c:12]2[cH:13][c:14]3[n:15][cH:16][cH:17][c:18]([O:21][c:22]4[c:23]([F:43])[cH:24][c:25]([NH:28][C:29]([CH2:30][C:31](=[O:32])[NH:33][c:34]5[c:35]([O:40][CH3:41])[cH:36][cH:37][cH:38][cH:39]5)=[O:42])[cH:26][cH:27]4)[c:19]3[s:20]2)[cH:9][cH:10][cH:11]1.[N-:45]=[N+:46]=[N-:47].[Na+:44].[O:48]=[CH:49][N:50]([CH3:51])[CH3:52]>>[CH2:2]([CH2:3][CH2:4][O:5][c:6]1[cH:7][c:8](-[c:12]2[cH:13][c:14]3[n:15][cH:16][cH:17][c:18]([O:21][c:22]4[c:23]([F:43])[cH:24][c:25]([NH:28][C:29]([CH2:30][C:31](=[O:32])[NH:33][c:34]5[c:35]([O:40][CH3:41])[cH:36][cH:37][cH:38][cH:39]5)=[O:42])[cH:26][cH:27]4)[c:19]3[s:20]2)[cH:9][cH:10][cH:11]1)[NH2:45]. Starting materials: CC1(CCCC2=CC=CC=C12)C (1,2,3,4-tetrahydro-4,4-dimethylnaphthalene), C1CCOC1 (THF), C(C)(=O)OCC (ethyl acetate). Run in C(=O)(O)[O-].[Na+] (NaHCO3). The product is OC1CCC(C2=CC(=CC=C12)C(C)=O)(C)C ((+/-) 1-Hydroxy-6-acetyl-1,2,3,4-tetrahydro-4,4-dimethyl-naphthalene). As a reaction SMILES: [CH3:1][C:2]1([CH3:12])[C:11]2[C:6](=[CH:7][CH:8]=[CH:9][CH:10]=2)[CH2:5][CH2:4][CH2:3]1.C1C[O:16][CH2:15][CH2:14]1.C(OCC)(=[O:20])C>C([O-])(O)=O.[Na+]>[OH:20][CH:5]1[C:6]2[C:11](=[CH:10][C:9]([C:15](=[O:16])[CH3:14])=[CH:8][CH:7]=2)[C:2]([CH3:12])([CH3:1])[CH2:3][CH2:4]1 |f:3.4|. Procedure: A solution of 1-hydroxy-6-(1,3-dioxolan-2-yl)]-1,2,3,4-tetrahydro-4,4-dimethylnaphthalene (Compound D24, 54.9 mg, 0.21 mmol) in 3 ml of 10% HCa and 3 ml THF was heated at 100° C. for 1.5 h and cooled to room temperature. The reaction mixture was diluted with ethyl acetate and neutralized with sat. NaHCO3. The organic layer was further washed with brine, dried and concentrated to an oil. Purification by column chromatography (silica) with ethyl acetate/hexane (1/9) gave the title compound as a cl... Starting materials: COc1cc(-c2cnn(C)c2)cn2ncc(C#Cc3ccnc(N)c3)c12, COc1cccc(S(=O)(=O)Cl)c1, c1ccncc1. The product is COc1cccc(S(=O)(=O)Nc2cc(C#Cc3cnn4cc(-c5cnn(C)c5)cc(OC)c34)ccn2)c1. Reaction SMILES: [CH3:1][O:2][c:3]1[c:4]2[n:5]([cH:6][c:7](-[c:9]3[cH:10][n:11][n:12]([CH3:14])[cH:13]3)[cH:8]1)[n:15][cH:16][c:17]2[C:18]#[C:19][c:20]1[cH:21][c:22]([NH2:26])[n:23][cH:24][cH:25]1.[CH3:27][O:28][c:29]1[cH:30][c:31]([S:35](=[O:36])(=[O:37])[Cl:38])[cH:32][cH:33][cH:34]1.[cH:39]1[cH:40][cH:41][n:42][cH:43][cH:44]1>>[CH3:1][O:2][c:3]1[c:4]2[n:5]([cH:6][c:7](-[c:9]3[cH:10][n:11][n:12]([CH3:14])[cH:13]3)[cH:8]1)[n:15][cH:16][c:17]2[C:18]#[C:19][c:20]1[cH:21][c:22]([NH:26][S:35]([c:31]2[cH:30][c:29]([O:28][CH3:27])[cH:34][cH:33][cH:32]2)(=[O:36])=[O:37])[n:23][cH:24][cH:25]1. The reactants are CC(C)COC(=O)Cl, c1ccc(N2CCCC2)nc1, c1ccncc1, CC(C)Cc1cc(-c2ccc(Cn3ccnc3)cc2)c(S(N)(=O)=O)s1. Product: CC(C)COC(=O)NS(=O)(=O)c1sc(CC(C)C)cc1-c1ccc(Cn2ccnc2)cc1. RXN SMILES: [Cl:37][C:38](=[O:39])[O:40][CH2:41][CH:42]([CH3:43])[CH3:44].[N:26]1([c:27]2[cH:28][cH:29][cH:30][cH:31][n:32]2)[CH2:33][CH2:34][CH2:35][CH2:36]1.[cH:45]1[cH:46][cH:47][n:48][cH:49][cH:50]1.[n:1]1([CH2:6][c:7]2[cH:8][cH:9][c:10](-[c:13]3[c:14]([S:22](=[O:23])(=[O:24])[NH2:25])[s:15][c:16]([CH2:18][CH:19]([CH3:20])[CH3:21])[cH:17]3)[cH:11][cH:12]2)[cH:2][n:3][cH:4][cH:5]1>>[n:1]1([CH2:6][c:7]2[cH:8][cH:9][c:10](-[c:13]3[c:14]([S:22](=[O:23])(=[O:24])[NH:25][C:38](=[O:39])[O:40][CH2:41][CH:42]([CH3:43])[CH3:44])[s:15][c:16]([CH2:18][CH:19]([CH3:20])[CH3:21])[cH:17]3)[cH:11][cH:12]2)[cH:2][n:3][cH:4][cH:5]1. The reactants are COC(\C=C\C1=C(C=CC=C1C#CCCCCOC1OCCCC1)O)=O (rac-(E)-3-[2-hydroxy-6-[6-[(tetrahydro-2H-pyran-2-yl)oxy]-1-hexynyl]phenyl]-2-propenoic acid methyl ester), CS(=O)C (dimethyl sulfoxide), BrCCCC(=O)OCC (ethyl 4-bromobutyrate), C([O-])([O-])=O.[K+].[K+] (potassium carbonate). Run in CCOCC (ether). Conditions: time 23 hour. Product: C(C)OC(CCCOC1=C(C(=CC=C1)C#CCCCCOC1OCCCC1)\C=C\C(=O)OC)=O (rac-(E)-4-[2-(3-methoxy-3-oxo-1-propenyl)-3-[6-[(tetrahydro-2H-pyran-2-yl)oxy]-1-hexynyl]phenoxy]butanoic acid ethyl ester). The yield is 102.9%. Reaction SMILES: [CH3:1][O:2][C:3](=[O:26])/[CH:4]=[CH:5]/[C:6]1[C:11]([C:12]#[C:13][CH2:14][CH2:15][CH2:16][CH2:17][O:18][CH:19]2[CH2:24][CH2:23][CH2:22][CH2:21][O:20]2)=[CH:10][CH:9]=[CH:8][C:7]=1[OH:25].Br[CH2:28][CH2:29][CH2:30][C:31]([O:33][CH2:34][CH3:35])=[O:32].C(=O)([O-])[O-].[K+].[K+].CS(C)=O>CCOCC>[CH2:34]([O:33][C:31](=[O:32])[CH2:30][CH2:29][CH2:28][O:25][C:7]1[CH:8]=[CH:9][CH:10]=[C:11]([C:12]#[C:13][CH2:14][CH2:15][CH2:16][CH2:17][O:18][CH:19]2[CH2:24][CH2:23][CH2:22][CH2:21][O:20]2)[C:6]=1/[CH:5]=[CH:4]/[C:3]([O:2][CH3:1])=[O:26])[CH3:35] |f:2.3.4|. Reported procedure: A mixture of 7.16 g (20 mmol) of rac-(E)-3-[2-hydroxy-6-[6-[(tetrahydro-2H-pyran-2-yl)oxy]-1-hexynyl]phenyl]-2-propenoic acid methyl ester (preceding example), 4.37 g (22.4 mmol) of ethyl 4-bromobutyrate, 8.32 g (60.29 mmol) of anhydrous, granular potassium carbonate, and 50 mL of dry dimethyl sulfoxide was stirred at room temperature for 23 hr. The resulting mixture was diluted with ether and worked-up in the usual manner. There was obtained 9.73 g of rac-(E)-4-[2-(3-methoxy-3-oxo-1-propenyl)-3... Reactants: CC(=CC(=O)OCC)C(=CCC(CCC=C(C)C)C)C (ethyl 3,4,7,11-tetramethyldodeca-2,4,10-trienoate), CO (Methanol). Product: COC(CCCC(CC=C(C(=CC(=O)OCC)C)C)C)(C)C (ethyl 11-methoxy-3,4,7,11 -tetramethyldodeca- 2,4 -dienoate). RXN SMILES: [CH3:1][C:2]([C:9]([CH3:20])=[CH:10][CH2:11][CH:12]([CH3:19])[CH2:13][CH2:14][CH:15]=[C:16]([CH3:18])[CH3:17])=[CH:3][C:4]([O:6][CH2:7][CH3:8])=[O:5].[CH3:21][OH:22]>>[CH3:21][O:22][C:16]([CH3:18])([CH3:17])[CH2:15][CH2:14][CH2:13][CH:12]([CH3:19])[CH2:11][CH:10]=[C:9]([CH3:20])[C:2]([CH3:1])=[CH:3][C:4]([O:6][CH2:7][CH3:8])=[O:5]. Procedure details: Methanol is added to the terminal bond of ethyl 3,4,7,11-tetramethyldodeca-2,4,10-trienoate using the process of Example 23 or 29 to give ethyl 11-methoxy-3,4,7,11 -tetramethyldodeca- 2,4 -dienoate. In the same manner, water is added to give ethyl 11-hydroxy-3,4,7,11-tetramethyldodeca-2,4-dienoate. Similarly, there is prepared ethyl 11-methoxy-3,5,7,11-tetramethyldodeca-2,4-dienoate and ethyl 11-hydroxy-3,5,7,11-tetramethyldodeca-2,4-dienoate from ethyl 3,5,7,11-tetramethyldodeca-2,4,10-trienoat... The reactants are COC1=CC=C(C=C1)NC1=NN(C=C1)CC1=CC=CC=C1 (N-(4-Methoxyphenyl)-1-phenylmethyl-1H-pyrazole-3-amine), Br (HBr), C(C)(=O)O (acetic acid), C([O-])(O)=O.[Na+] (sodium bicarbonate). The solvent is O (water). Product: C1(=CC=CC=C1)CN1N=C(C=C1)NC1=CC=C(C=C1)O (4-(1-Phenylmethyl-1H-pyrazol-3-yl)aminophenol). As a reaction SMILES: C[O:2][C:3]1[CH:8]=[CH:7][C:6]([NH:9][C:10]2[CH:14]=[CH:13][N:12]([CH2:15][C:16]3[CH:21]=[CH:20][CH:19]=[CH:18][CH:17]=3)[N:11]=2)=[CH:5][CH:4]=1.Br.C(O)(=O)C.C(=O)(O)[O-].[Na+]>O>[C:16]1([CH2:15][N:12]2[CH:13]=[CH:14][C:10]([NH:9][C:6]3[CH:5]=[CH:4][C:3]([OH:2])=[CH:8][CH:7]=3)=[N:11]2)[CH:17]=[CH:18][CH:19]=[CH:20][CH:21]=1 |f:3.4|. Procedure details: The title pyrazole of Example 3 (6.3 g) was heated on a steam bath in a mixture of aqueous HBr (48%, 200 ml) and glacial acetic acid (25 ml) for 6 hours. The reaction mixture was cooled, poured into water, neutralised with sodium bicarbonate, extracted with ethyl acetate, washed with brine, dried and evaporated to give after chromatography the title compound, 1.0 g, mp 114°-116° (from cyclohexane/ethyl acetate).